Dataset: the Open Reaction Database (ORD), a public repository of structured organic reaction records. Task: describe an organic reaction: reactants, conditions, products, and yield Reactants: C(#N)C1=CC(=C(C=C1)C(O)C1=CC=C(C=C1)F)CO ((4-cyano-2-hydroxymethylphenyl)(4-fluorophenyl)methanol), C1(=CC=CC=C1)C (Toluene). Solvent: OP(=O)(O)O (H3PO4). Reaction conditions: temperature 80 celsius. The product is FC1=CC=C(C=C1)C1OCC2=CC(=CC=C12)C#N (1-(4-fluorophenyl)-1,3-dihydroisobenzofuran-5-carbonitrile). RXN SMILES: [C:1]([C:3]1[CH:8]=[CH:7][C:6]([CH:9]([C:11]2[CH:16]=[CH:15][C:14]([F:17])=[CH:13][CH:12]=2)O)=[C:5]([CH2:18][OH:19])[CH:4]=1)#[N:2].C1(C)C=CC=CC=1>OP(O)(O)=O>[F:17][C:14]1[CH:13]=[CH:12][C:11]([CH:9]2[C:6]3[C:5](=[CH:4][C:3]([C:1]#[N:2])=[CH:8][CH:7]=3)[CH2:18][O:19]2)=[CH:16][CH:15]=1. Reported procedure: Crude (4-cyano-2-hydroxymethylphenyl)(4-fluorophenyl)methanol (700 g) is dissolved in H3PO4 (60%, 3000 mL) and the solution is heated to 80° C. for 3 hours. Toluene (1000 mL) is added and the phases are separated. The aqueous phase is further extracted with toluene (1000 mL). The toluene phases are joined and the solvents are removed in vacuo. The remaining crystals are recrystallized from EtOH (99%). Yield 219 g (29%). DSC onset: 97° C. The reactants are CCOC1=NC2=CC=CC(=C2N1CC3=CC=C(C=C3)C4=CC=CC=C4C5=NN=NN5C(C6=CC=CC=C6)(C7=CC=CC=C7)C8=CC=CC=C8)C(=O)OC(C)OC(=O)OC9CCCCC9 (trityl candesartan cilexetil), C1(=CC=CC=C1)C (toluene), CO (methanol). Solvent: O (water). The product is CCOC1=NC=2C=CC=C(C2N1CC=3C=CC(=CC3)C=4C=CC=CC4C5=NNN=N5)C(=O)OC(C)OC(=O)OC6CCCCC6 (candesartan cilexetil). Reaction SMILES: [CH3:1][CH2:2][O:3][C:4]1[N:12]([CH2:13][C:14]2[CH:19]=[CH:18][C:17]([C:20]3[C:25]([C:26]4[N:30](C(C5C=CC=CC=5)(C5C=CC=CC=5)C5C=CC=CC=5)[N:29]=[N:28][N:27]=4)=[CH:24][CH:23]=[CH:22][CH:21]=3)=[CH:16][CH:15]=2)[C:11]2[C:6](=[CH:7][CH:8]=[CH:9][C:10]=2[C:50]([O:52][CH:53]([O:55][C:56]([O:58][CH:59]2[CH2:64][CH2:63][CH2:62][CH2:61][CH2:60]2)=[O:57])[CH3:54])=[O:51])[N:5]=1.C1(C)C=CC=CC=1.CO>O>[CH3:1][CH2:2][O:3][C:4]1[N:12]([CH2:13][C:14]2[CH:19]=[CH:18][C:17]([C:20]3[CH:21]=[CH:22][CH:23]=[CH:24][C:25]=3[C:26]3[N:27]=[N:28][NH:29][N:30]=3)=[CH:16][CH:15]=2)[C:11]2[C:10]([C:50]([O:52][CH:53]([O:55][C:56]([O:58][CH:59]3[CH2:60][CH2:61][CH2:62][CH2:63][CH2:64]3)=[O:57])[CH3:54])=[O:51])=[CH:9][CH:8]=[CH:7][C:6]=2[N:5]=1. Procedure: A mixture of trityl candesartan cilexetil (20 g, 23.45 mmol), toluene (60 ml), methanol (60 ml), and water (1 ml) was gently refluxed for about 12 h. The reaction was monitored by HPLC. The solution volume was reduced by evaporation under reduced pressure (30 mbar) at a temperature of about 55° C. 60° C. to obtain viscous oil of candesartan cilexetil as a residue (36.5 g). Procedure: The title compound was prepared from (3R)-(+)-3-(tert-butoxycarbonylamino)pyrrolidine and 4-bromo-1,2-difluorobenzene using the procedure outlined for Description 11. The reactants are C(C)(C)(C)OC(=O)N[C@H]1CNCC1 ((3R)-(+)-3-(tert-butoxycarbonylamino)pyrrolidine), BrC1=CC(=C(C=C1)F)F (4-bromo-1,2-difluorobenzene). RXN SMILES: [C:1]([O:5][C:6]([NH:8][C@@H:9]1[CH2:13][CH2:12][NH:11][CH2:10]1)=[O:7])([CH3:4])([CH3:3])[CH3:2].Br[C:15]1[CH:20]=[CH:19][C:18]([F:21])=[C:17]([F:22])[CH:16]=1>>[C:1]([O:5][C:6](=[O:7])[NH:8][C@@H:9]1[CH2:13][CH2:12][N:11]([C:15]2[CH:20]=[CH:19][C:18]([F:21])=[C:17]([F:22])[CH:16]=2)[CH2:10]1)([CH3:4])([CH3:2])[CH3:3]. The product is C(C)(C)(C)OC(N[C@H]1CN(CC1)C1=CC(=C(C=C1)F)F)=O ((R)-1-(3,4-Difluorophenyl)pyrrolidine-3-carbamic acid tert-butyl ester). Reaction conditions: temperature -20 celsius, time 2 hour. Isolated yield 72.0%. Procedure: To a solution of dimethylacetylene dicarboxylate (50.0 g, 344.8 mmol) in diethylether (1 L) under argon at 0° C. was added a solution of methylhydrazine (18.52 mL, 344.8 mL) in diethylether (100 mL) and the resulting mixture stirred for 2 h. The precipitate was filtered off, dissolved in ethanol (300 mL) at 50° C. and then the solution cooled to −20° C. whereupon the solid was filtered off and dried to afford the title compound (46.8 g, 72%) as a light yellow solid. MS: m/e=189.3 [M+H]+. Product: COC(/C(=C\C(=O)OC)/N(N)C)=O ((E)-2-(N-Methyl-hydrazino)-but-2-enedioic acid dimethyl ester). As a reaction SMILES: [CH3:1][O:2][C:3]([C:5]#[C:6][C:7]([O:9][CH3:10])=[O:8])=[O:4].[CH3:11][NH:12][NH2:13]>C(OCC)C>[CH3:1][O:2][C:3](=[O:4])/[C:5](/[N:12]([CH3:11])[NH2:13])=[CH:6]\[C:7]([O:9][CH3:10])=[O:8]. Starting materials: COC(=O)C#CC(=O)OC (dimethylacetylene dicarboxylate), CNN (methylhydrazine). The solvent is C(C)OCC (diethylether), C(C)OCC (diethylether). The reactants are CCN(C(=O)OC(C)(C)C)C(CCC(COCc1ccccc1)OC)c1nc(C(=O)OC)c(O)c(=O)[nH]1, CC(=O)O, CCOC(C)=O, CO. Yields the product CCN(C(=O)OC(C)(C)C)C(CCC(CO)OC)c1nc(C(=O)OC)c(O)c(=O)[nH]1. As a reaction SMILES: [CH2:1]([c:2]1[cH:3][cH:4][cH:5][cH:6][cH:7]1)[O:8][CH2:9][CH:10]([CH2:11][CH2:12][CH:13]([N:14]([CH2:15][CH3:16])[C:17](=[O:18])[O:19][C:20]([CH3:21])([CH3:22])[CH3:23])[c:24]1[nH:25][c:26](=[O:35])[c:27]([OH:34])[c:28]([C:30](=[O:31])[O:32][CH3:33])[n:29]1)[O:36][CH3:37].[CH3:38][C:39](=[O:40])[OH:41].[CH3:42][CH2:43][O:44][C:45]([CH3:46])=[O:47].[CH3:48][OH:49]>>[OH:8][CH2:9][CH:10]([CH2:11][CH2:12][CH:13]([N:14]([CH2:15][CH3:16])[C:17](=[O:18])[O:19][C:20]([CH3:21])([CH3:22])[CH3:23])[c:24]1[nH:25][c:26](=[O:35])[c:27]([OH:34])[c:28]([C:30](=[O:31])[O:32][CH3:33])[n:29]1)[O:36][CH3:37]. The reactants are CCO, Cc1ccc2c(Cl)ccnc2n1, CC(=O)Nc1ccc(Sc2ccc(Br)cc2N)cc1. Product: CC(=O)Nc1ccc(Sc2ccc(Br)cc2Nc2ccnc3nc(C)ccc23)cc1. RXN SMILES: [CH3:32][CH2:33][OH:34].[Cl:1][c:2]1[c:3]2[cH:4][cH:5][c:6]([CH3:12])[n:7][c:8]2[n:9][cH:10][cH:11]1.[NH2:13][c:14]1[c:15]([S:21][c:22]2[cH:23][cH:24][c:25]([NH:28][C:29]([CH3:30])=[O:31])[cH:26][cH:27]2)[cH:16][cH:17][c:18]([Br:20])[cH:19]1>>[c:2]1([NH:13][c:14]2[c:15]([S:21][c:22]3[cH:23][cH:24][c:25]([NH:28][C:29]([CH3:30])=[O:31])[cH:26][cH:27]3)[cH:16][cH:17][c:18]([Br:20])[cH:19]2)[c:3]2[cH:4][cH:5][c:6]([CH3:12])[n:7][c:8]2[n:9][cH:10][cH:11]1. Reactants: C1(=CC=CC=C1)C(CCN1CCNCC1)C1=CC=CC=C1 (N-3,3-Diphenylpropylpiperazine), COC=1C=C(CCl)C=CC1OC (3,4-dimethoxybenzyl chloride), Cl (hydrogen chloride). Solvent: C(C)C(=O)C (methyl ethyl ketone). Product: Cl.Cl.C1(=CC=CC=C1)C(CCN1CCN(CC1)CC1=CC(=C(C=C1)OC)OC)C1=CC=CC=C1 (1-(3,3-diphenylpropyl)-4(3,4-dimethoxybenzyl)piperazine dihydrochloride). Isolated yield 87.4%. As a reaction SMILES: [C:1]1([CH:7]([C:16]2[CH:21]=[CH:20][CH:19]=[CH:18][CH:17]=2)[CH2:8][CH2:9][N:10]2[CH2:15][CH2:14][NH:13][CH2:12][CH2:11]2)[CH:6]=[CH:5][CH:4]=[CH:3][CH:2]=1.[CH3:22][O:23][C:24]1[CH:25]=[C:26]([CH:29]=[CH:30][C:31]=1[O:32][CH3:33])[CH2:27][Cl:28].[ClH:34]>C(C(C)=O)C>[ClH:28].[ClH:34].[C:16]1([CH:7]([C:1]2[CH:2]=[CH:3][CH:4]=[CH:5][CH:6]=2)[CH2:8][CH2:9][N:10]2[CH2:11][CH2:12][N:13]([CH2:27][C:26]3[CH:29]=[CH:30][C:31]([O:32][CH3:33])=[C:24]([O:23][CH3:22])[CH:25]=3)[CH2:14][CH2:15]2)[CH:21]=[CH:20][CH:19]=[CH:18][CH:17]=1 |f:4.5.6|. Reported procedure: N-3,3-Diphenylpropylpiperazine in the amount of 2.8 g (0.01 mole) and 1.87 g (0.01 mole) of 3,4-dimethoxybenzyl chloride were dissolved in 20 ml of methyl ethyl ketone, and the resulting solution was heated at the refluxing temperature for 7.5 hours. After the reaction liquid was left to cool, dry hydrogen chloride gas was passed through the liquid while cooling the liquid to precipitate 1-(3,3-diphenylpropyl)-4-(3,4-dimethoxybenzyl)piperazine dihydrochloride. The crystals of this salt were recr... Run in CN(C)C=O (DMF). Procedure details: Solid pyridin-3-amine (99 mg, 1.05 mmol) was added in one charge to a stirred solution of 5-bromo-2-(4-chlorobenzyloxy)benzoic acid (may be prepared as described in Description 16, 180 mg, 0.53 mmol), 1-(3-Dimethylaminopropyl)-3-ethylcarbodiimide hydrochloride (121 mg, 0.63 mmol) and 1-Hydroxybenzotriazole (85 mg, 0.63 mmol) in DMF (15 ml) under nitrogen at 20° C. The reaction mixture was stirred at 20° C. for 16 h. The organic phase was washed with water (25 ml), extracted with ethyl acetate (3... Run at temperature 20 celsius, time 16 hour. RXN SMILES: [N:1]1[CH:6]=[CH:5][CH:4]=[C:3]([NH2:7])[CH:2]=1.[Br:8][C:9]1[CH:10]=[CH:11][C:12]([O:18][CH2:19][C:20]2[CH:25]=[CH:24][C:23]([Cl:26])=[CH:22][CH:21]=2)=[C:13]([CH:17]=1)[C:14](O)=[O:15].Cl.CN(C)CCCN=C=NCC.ON1C2C=CC=CC=2N=N1>CN(C=O)C>[Br:8][C:9]1[CH:10]=[CH:11][C:12]([O:18][CH2:19][C:20]2[CH:25]=[CH:24][C:23]([Cl:26])=[CH:22][CH:21]=2)=[C:13]([CH:17]=1)[C:14]([NH:7][C:3]1[CH:2]=[N:1][CH:6]=[CH:5][CH:4]=1)=[O:15] |f:2.3|. Starting materials: N1=CC(=CC=C1)N (pyridin-3-amine), BrC=1C=CC(=C(C(=O)O)C1)OCC1=CC=C(C=C1)Cl (5-bromo-2-(4-chlorobenzyloxy)benzoic acid), Cl.CN(CCCN=C=NCC)C (1-(3-Dimethylaminopropyl)-3-ethylcarbodiimide hydrochloride), ON1N=NC2=C1C=CC=C2 (1-Hydroxybenzotriazole). Yields the product BrC=1C=CC(=C(C(=O)NC=2C=NC=CC2)C1)OCC1=CC=C(C=C1)Cl (5-Bromo-2-{[(4-chlorophenyl)methyl]oxy}-N-3-pyridinylbenzamide).